Dataset: the Open Reaction Database (ORD), a public repository of structured organic reaction records. Task: describe an organic reaction: reactants, conditions, products, and yield Starting materials: C(#N)[C@H]1[C@@H](CN(CC1)C(=O)OCC)OCC (ethyl (trans)-4-cyano-3-ethoxy-1-piperidine-carboxylate), N (NH3), [H][H] (hydrogen). Reagents/catalysts: [Ni] (Raney nickel). Run in CO (methanol). Yields the product NC[C@H]1[C@@H](CN(CC1)C(=O)OCC)OCC (ethyl (trans)-4-(aminomethyl)-3-ethoxy-1-piperidinecarboxylate). Yield: 27.4%. Reaction SMILES: [C:1]([C@@H:3]1[CH2:8][CH2:7][N:6]([C:9]([O:11][CH2:12][CH3:13])=[O:10])[CH2:5][C@H:4]1[O:14][CH2:15][CH3:16])#[N:2].N.[H][H]>CO.[Ni]>[NH2:2][CH2:1][C@@H:3]1[CH2:8][CH2:7][N:6]([C:9]([O:11][CH2:12][CH3:13])=[O:10])[CH2:5][C@H:4]1[O:14][CH2:15][CH3:16]. Procedure details: A mixture of intermediate (13) (0.19 mol) in methanol saturated with NH3 (500 ml) was hydrogenated at 14° C. with Raney nickel as a catalyst. After uptake of hydrogen (2 equivalents), the catalyst was filtered off and the filtrate was evaporated. The residue was purified by column chromatography over silica gel (eluent: CH2Cl2/(CH3OH/NH3) 95/5). The desired fractions were collected and the solvent was evaporated, yielding 12 g of ethyl (trans)-4-(aminomethyl)-3-ethoxy-1-piperidinecarboxylate (in... Starting materials: [OH-].[Na+] (sodium hydroxide), [N+](=O)([O-])C1=C(C(=C2C(CC(O2)(C)CC=2CCN(CC2)C2=CC=C(C=C2)N2C=NC=C2)C1C)C)C (4-(±)-(5-nitro-2,4,6,7-tetramethyldihydrobenzofuran-2-ylmethyl)-1-(4-imidazol-1-ylphenyl)-1,2,3,6-tetrahydropyridine), C(C)O (ethanol), stannous chloride-dihydrate, Cl (hydrochloric acid). Run in O (water). Product: NC1=C(C(=C2C(CC(O2)(C)CC=2CCN(CC2)C2=CC=C(C=C2)N2C=NC=C2)C1C)C)C (4-(±)-(5-amino-2,4,6,7-tetramethyldihydrobenzofuran-2-ylmethyl)-1-(4-imidazol-1-ylphenyl)-1,2,3,6-tetrahydropyridine). Isolated yield 82.9%. RXN SMILES: [N+:1]([C:4]1[CH:31]([CH3:32])[CH:8]2[CH2:9][C:10]([CH2:13][C:14]3[CH2:15][CH2:16][N:17]([C:20]4[CH:25]=[CH:24][C:23]([N:26]5[CH:30]=[CH:29][N:28]=[CH:27]5)=[CH:22][CH:21]=4)[CH2:18][CH:19]=3)([CH3:12])[O:11][C:7]2=[C:6]([CH3:33])[C:5]=1[CH3:34])([O-])=O.C(O)C.Cl.[OH-].[Na+]>O>[NH2:1][C:4]1[CH:31]([CH3:32])[CH:8]2[CH2:9][C:10]([CH2:13][C:14]3[CH2:19][CH2:18][N:17]([C:20]4[CH:21]=[CH:22][C:23]([N:26]5[CH:30]=[CH:29][N:28]=[CH:27]5)=[CH:24][CH:25]=4)[CH2:16][CH:15]=3)([CH3:12])[O:11][C:7]2=[C:6]([CH3:33])[C:5]=1[CH3:34] |f:3.4|. Procedure: To 1.2 g of 4-(±)-(5-nitro-2,4,6,7-tetramethyldihydrobenzofuran-2-ylmethyl)-1-(4-imidazol-1-ylphenyl)-1,2,3,6-tetrahydropyridine, 30 ml of ethanol was added and 3.6 g of stannous chloride-dihydrate and 15 ml of concentrated hydrochloric acid were added, followed by heating at reflux for 8 hours. The reaction solution was poured into water, neutralized with a 1N sodium hydroxide solution and then extracted with chloroform. The organic layer was washed with saturated saline and then dried over anh... Run in C(C)(=O)O (acetic acid). As a reaction SMILES: C([NH:4][C:5]1[C:6]([N+:20]([O-:22])=[O:21])=[CH:7][C:8]([Br:19])=[C:9]2[C:14]=1[CH2:13][CH:12]([O:15]C(=O)C)[CH2:11][CH2:10]2)(=O)C.Cl>C(O)(=O)C>[NH2:4][C:5]1[C:6]([N+:20]([O-:22])=[O:21])=[CH:7][C:8]([Br:19])=[C:9]2[C:14]=1[CH2:13][CH:12]([OH:15])[CH2:11][CH2:10]2. Yield: 103.2%. Procedure: A mixture of acetic acid 8-acetylamino-5-bromo-7-nitro-1,2,3,4-tetrahydronaphthalen-2-yl ester (2 g, 5.4 mmol), acetic acid (15 mL) and 6N HCl (30 mL) was stirred at 90° C. for 18 h. The solvent was removed by rotoevaporation to give the product (1.6 g) as an orange solid in quantitative yield. Run at temperature 90 celsius, time 18 hour. Product: NC=1C(=CC(=C2CCC(CC12)O)Br)[N+](=O)[O-] (8-amino-5-bromo-7-nitro-1,2,3,4-tetrahydronaphthalen-2-ol). The reactants are C(C)(=O)NC=1C(=CC(=C2CCC(CC12)OC(C)=O)Br)[N+](=O)[O-] (acetic acid 8-acetylamino-5-bromo-7-nitro-1,2,3,4-tetrahydronaphthalen-2-yl ester), Cl (HCl). The reactants are CS(C)=O, O=C(OC1CN2CCC1CC2)C(F)(c1ccccc1)c1ccccc1, O=C(CBr)Oc1ccccc1. Yields the product [Br-], O=C(C[N+]12CCC(CC1)C(OC(=O)C(F)(c1ccccc1)c1ccccc1)C2)Oc1ccccc1. RXN SMILES: [CH3:37][S:38]([CH3:39])=[O:40].[N:1]12[CH2:2][CH:3]([O:9][C:10]([C:11]([c:12]3[cH:13][cH:14][cH:15][cH:16][cH:17]3)([c:18]3[cH:19][cH:20][cH:21][cH:22][cH:23]3)[F:24])=[O:25])[CH:4]([CH2:5][CH2:6]1)[CH2:7][CH2:8]2.[c:26]1([O:32][C:33]([CH2:34][Br:35])=[O:36])[cH:27][cH:28][cH:29][cH:30][cH:31]1>>[Br-:35].[N+:1]12([CH2:34][C:33]([O:32][c:26]3[cH:27][cH:28][cH:29][cH:30][cH:31]3)=[O:36])[CH2:2][CH:3]([O:9][C:10]([C:11]([c:12]3[cH:13][cH:14][cH:15][cH:16][cH:17]3)([c:18]3[cH:19][cH:20][cH:21][cH:22][cH:23]3)[F:24])=[O:25])[CH:4]([CH2:5][CH2:6]1)[CH2:7][CH2:8]2. Starting materials: FC=1C=C(C=CC1N)N1C(O[C@H](C1)CNC(C)=O)=O ((S)-N-[3-[3-Fluoro-4-aminophenyl]-2-oxo-5-oxazolidinyl]methylacetamide), N(=O)[O-].[Na+] (sodium nitrite), [N-]=[N+]=[N-].[Na+] (sodium azide), C(C)(=O)[O-].[Na+] (sodium acetate). Run in Cl (HCl), O (water). Conditions: temperature 0 celsius, time 2 hour. The product is N(=[N+]=[N-])C1=C(C=C(C=C1)N1C(O[C@H](C1)CNC(C)=O)=O)F ((S)-N-[[3-[4-Azido-3-fluorophenyl]-2-oxo-5-oxazolidinyl]methyl]acetamide). Yield: 93.5%. As a reaction SMILES: [F:1][C:2]1[CH:3]=[C:4]([N:9]2[CH2:13][C@H:12]([CH2:14][NH:15][C:16](=[O:18])[CH3:17])[O:11][C:10]2=[O:19])[CH:5]=[CH:6][C:7]=1[NH2:8].N([O-])=O.[Na+].[N-:24]=[N+:25]=[N-].[Na+].C([O-])(=O)C.[Na+]>Cl.O>[N:8]([C:7]1[CH:6]=[CH:5][C:4]([N:9]2[CH2:13][C@H:12]([CH2:14][NH:15][C:16](=[O:18])[CH3:17])[O:11][C:10]2=[O:19])=[CH:3][C:2]=1[F:1])=[N+:24]=[N-:25] |f:1.2,3.4,5.6|. Reported procedure: A solution of 4.0 g (14.96 mmol) of (S)-N-[3-[3-Fluoro-4-aminophenyl]-2-oxo-5-oxazolidinyl]methylacetamide from Example 9 in 40 mL of 6N HCl solution at 0° C. was treated portionwise with 4.12 g (59.84 mmol) of sodium nitrite, followed by stirring at 0° C. for 2 h. The mixture was then treated in several portions with a solution of 1.94 g (29.92 mmol) of sodium azide and 24.52 g (0.30 mol) of sodium acetate in in 50 mL of water. After addition was complete, solution was extracted with ethyl acet...